describe an organic reaction: reactants, conditions, products, and yield From a dataset of the Open Reaction Database (ORD), a public repository of structured organic reaction records. The reactants are CCOC(C)=O, CCCC1CCC(O)CC1, [K+], [K+], O=S(=O)([O-])O, O=S(=O)([O-])O. Product: CCCC1CC=CCC1. RXN SMILES: [CH2:17]([O:18][C:19](=[O:20])[CH3:21])[CH3:22].[CH2:1]([CH2:2][CH3:3])[CH:4]1[CH2:5][CH2:6][CH:7]([OH:10])[CH2:8][CH2:9]1.[K+:16].[K+:28].[S:11](=[O:12])(=[O:13])([OH:14])[O-:15].[S:23](=[O:24])(=[O:25])([OH:26])[O-:27]>>[CH2:1]([CH2:2][CH3:3])[CH:4]1[CH2:5][CH:6]=[CH:7][CH2:8][CH2:9]1. The reactants are OC(C(=O)OCCCl)C1=CC=CC=C1 (2-chloroethyl 2-hydroxy-2-phenylacetate), C(CO)(=O)OC(C)C (isopropyl glycolate), C(C)(C)(C)C1=CC=CC=C1 (tert-butylbenzene), OC(C(=O)OCCCl)C1=CC=CC=C1 (2-chloroethyl 2-hydroxy-2-phenylacetate). Solvent: C(C)OCC (ethyl ether). The product is OC(C(=O)OCC(=O)OC(C)C)C1=CC=CC=C1 (2-(1-methylethoxy)-2-oxoethyl 2-hydroxy-2-phenylacetate). RXN SMILES: [OH:1][CH:2]([C:9]1[CH:14]=[CH:13][CH:12]=[CH:11][CH:10]=1)[C:3](OCCCl)=[O:4].[C:15]([O:19][CH:20]([CH3:22])[CH3:21])(=[O:18])[CH2:16][OH:17].C(C1C=CC=CC=1)(C)(C)C>C(OCC)C>[OH:1][CH:2]([C:9]1[CH:14]=[CH:13][CH:12]=[CH:11][CH:10]=1)[C:3]([O:17][CH2:16][C:15]([O:19][CH:20]([CH3:22])[CH3:21])=[O:18])=[O:4]. Reported procedure: A 6 mL aliquot of an ethyl ether solution containing 0.25M 2-chloroethyl 2-hydroxy-2-phenylacetate, 0.25M isopropyl glycolate, and 1.0% tert-butylbenzene was added to 0.43 g Lipase P30. After mixing for 5 d at room temperature, the conversion of 2-chloroethyl 2-hydroxy-2-phenylacetate to the title compound was estimated (by GC, Method B) to be approximately 15%. The GC peak assigned to the title compound was confirmed by HRMS: calcd for C12H12O5Tms (M-CH3) 309.1158, obsd 309.1171. In identical r... Reactants: [Li]CCCC (nBuLi), C(C)(C)NC(C)C (diisopropylamine), Cl(=O)(=O)(=O)[O-].C1CC[N+]=2CCCC12 (1,2,3,5,6,7-hexahydropyrrolizinium perchlorate), FC1=NC(=CC=C1)F (2,6-difluoropyridine). The solvent is hexanes, C1CCOC1 (THF). Run at temperature -78 celsius, time 10 minute. Yields the product FC1=NC(=CC=C1C12CCCN2CCC1)F (7a-(2,6-difluoro-3-pyridinyl)-hexahydro-1H-pyrrolizine). Isolated yield 50.2%. RXN SMILES: [Li]CCCC.C(NC(C)C)(C)C.[F:13][C:14]1[CH:19]=[CH:18][CH:17]=[C:16]([F:20])[N:15]=1.Cl([O-])(=O)(=O)=O.[CH2:26]1[C:33]2[CH2:32][CH2:31][CH2:30][N+:29]=2[CH2:28][CH2:27]1>C1COCC1>[F:13][C:14]1[C:19]([C:33]23[CH2:32][CH2:31][CH2:30][N:29]2[CH2:28][CH2:27][CH2:26]3)=[CH:18][CH:17]=[C:16]([F:20])[N:15]=1 |f:3.4|. Procedure: A solution of 2.5M nBuLi (675 μL, 1.7 mmol) in hexanes was added to diisopropylamine (220 μL, 1.6 mmol) in THF (4.5 mL) at ambient temperature. After 10 minutes of stirring, the reaction mixture was cooled to -78° C., 2,6-difluoropyridine (145 μL, 1.6 mmol) was introduced, and stirring was continued for 1 hour at -78° C. 1,2,3,5,6,7-hexahydropyrrolizinium perchlorate (500 mg, 2.4 mmol) was then added, and the cold bath was removed. After warming to ambient temperature, a solution of 2N HCl was a... Reactants: FC1=CC(=CC(=C1)CCC=C)F (1,3 difluoro-5-(3-butenyl)-benzene), II (Iodine), C(CCC)[Li] (n-butyllithium). Run in O1CCCC1 (tetrahydrofuran), O1CCCC1 (tetrahydrofuran), CCCCCC (hexane). Reaction conditions: temperature -70 celsius, time 30 minute. The product is FC1=C(C(=CC(=C1)CCC=C)F)I (1,3-difluoro-2-iodo-5-(3-butenyl)-benzene). Isolated yield 104.5%. As a reaction SMILES: [F:1][C:2]1[CH:7]=[C:6]([CH2:8][CH2:9][CH:10]=[CH2:11])[CH:5]=[C:4]([F:12])[CH:3]=1.C([Li])CCC.[I:18]I>CCCCCC.O1CCCC1>[F:1][C:2]1[CH:7]=[C:6]([CH2:8][CH2:9][CH:10]=[CH2:11])[CH:5]=[C:4]([F:12])[C:3]=1[I:18]. Procedure details: 0.41 mol 1,3 difluoro-5-(3-butenyl)-benzene was added to a dry round bottom flask with 300 ml anhydrous tetrahydrofuran. After cooling under a nitrogen atmosphere to −70° C. a solution of 0.46 mol of n-butyllithium in 280 ml hexane was added. After stirring at −70° C. for 30 minutes a mixture of 0.46 mol of Iodine in 200 ml tetrahydrofuran was added slowly over 2 hours. The reaction was left to warm to room temperature overnight. The reaction was quenched by pouring onto ice/hydrochloric acid mi... Yields the product COC(C1=CN=CC(=C1)OC1=C(C=C(C=C1)C(C)=O)Br)=O (Methyl-5-(4-acetyl-2-bromo-phenoxy)-nicotinate). The reactants are COC(C1=CN=CC(=C1)O)=O (Methyl-5-hydroxynicotinate), BrC=1C=C(C=CC1F)C(C)=O (3′-bromo-4′-fluoroacetophenone), C1COCCOCCOCCOCCOCCO1 (18-crown-6), [F-].[K+] (potassium fluoride). The solvent is C(C)#N (ACN). Reported procedure: Methyl-5-hydroxynicotinate (1.0 g, 6.53 mmol), 3′-bromo-4′-fluoroacetophenone (1.42 g, 6.53 mmol), 18-crown-6 (155.3 mg, 0.59 mmol) and potassium fluoride (40 wt. % on alumina, 996 mg, 6.86 mmol) were dissolved in ACN (10 mL). The reaction was refluxed for three days. After cooling the mixture was quenched with 2N aqueous potassium carbonate solution, extracted with ether, dried with sodium sulphate, filtered, evaporated and purified by silica gel chromatography (ethyl acetate:n-heptane 1:4). 63... Yield: 27.8%. Reaction SMILES: [CH3:1][O:2][C:3](=[O:11])[C:4]1[CH:9]=[C:8]([OH:10])[CH:7]=[N:6][CH:5]=1.[Br:12][C:13]1[CH:14]=[C:15]([C:20](=[O:22])[CH3:21])[CH:16]=[CH:17][C:18]=1F.C1OCCOCCOCCOCCOCCOC1.[F-].[K+]>C(#N)C>[CH3:1][O:2][C:3](=[O:11])[C:4]1[CH:9]=[C:8]([O:10][C:18]2[CH:17]=[CH:16][C:15]([C:20](=[O:22])[CH3:21])=[CH:14][C:13]=2[Br:12])[CH:7]=[N:6][CH:5]=1 |f:3.4|. The reactants are CC(=O)O, COc1ccc(CNc2ncnc3c2ccn3C2OC(CN)C3OC(C)(C)OC32)c(OC)c1, [Na+], O=C([O-])O, O=C1CC(CCC(=O)OCc2ccccc2)C1. Product: COc1ccc(CNc2ncnc3c2ccn3C2OC(CNC3CC(CCC(=O)OCc4ccccc4)C3)C3OC(C)(C)OC32)c(OC)c1. RXN SMILES: [C:51]([OH:52])(=[O:53])[CH3:54].[NH2:1][CH2:2][CH:3]1[O:4][CH:5]([n:13]2[cH:14][cH:15][c:16]3[c:17]2[n:18][cH:19][n:20][c:21]3[NH:22][CH2:23][c:24]2[c:25]([O:32][CH3:33])[cH:26][c:27]([O:30][CH3:31])[cH:28][cH:29]2)[CH:6]2[CH:7]1[O:8][C:9]([CH3:11])([CH3:12])[O:10]2.[Na+:59].[O-:55][C:56]([OH:57])=[O:58].[O:34]=[C:35]1[CH2:36][CH:37]([CH2:39][CH2:40][C:41](=[O:42])[O:43][CH2:44][c:45]2[cH:46][cH:47][cH:48][cH:49][cH:50]2)[CH2:38]1>>[NH:1]([CH2:2][CH:3]1[O:4][CH:5]([n:13]2[cH:14][cH:15][c:16]3[c:17]2[n:18][cH:19][n:20][c:21]3[NH:22][CH2:23][c:24]2[c:25]([O:32][CH3:33])[cH:26][c:27]([O:30][CH3:31])[cH:28][cH:29]2)[CH:6]2[CH:7]1[O:8][C:9]([CH3:11])([CH3:12])[O:10]2)[CH:35]1[CH2:36][CH:37]([CH2:39][CH2:40][C:41](=[O:42])[O:43][CH2:44][c:45]2[cH:46][cH:47][cH:48][cH:49][cH:50]2)[CH2:38]1. Reactants: aqueous solution, OO (hydrogen peroxide), OO (hydrogen peroxide), S(=S)(=O)([O-])[O-].[Na+].[Na+] (sodium thiosulfate), CSC(C(=O)OC)C1=CC=C(C=C1)N(C)C (Methyl α-methylthio(p-dimethylaminophenyl)acetate), O (water). Yields the product CS(=O)(=O)C(C(=O)OC)C1=CC=C(C=C1)N(C)C (methyl α-methylsulfonyl(p-dimethylaminophenyl)acetate). Run at time 60 hour. The solvent is CO (methanol). Isolated yield 63.5%. Reaction SMILES: [CH3:1][S:2][CH:3]([C:8]1[CH:13]=[CH:12][C:11]([N:14]([CH3:16])[CH3:15])=[CH:10][CH:9]=1)[C:4]([O:6][CH3:7])=[O:5].OO.S([O-])([O-])(=[O:21])=S.[Na+].[Na+].[OH2:26]>CO.O.O.[O-][W]([O-])(=O)=O.[Na+].[Na+]>[CH3:1][S:2]([CH:3]([C:8]1[CH:9]=[CH:10][C:11]([N:14]([CH3:16])[CH3:15])=[CH:12][CH:13]=1)[C:4]([O:6][CH3:7])=[O:5])(=[O:21])=[O:26] |f:2.3.4,7.8.9.10.11|. Reported procedure: Methyl α-methylthio(p-dimethylaminophenyl)acetate (105 mg) was dissolved in 10 ml of methanol, and 8.2 mg of sodium tungstate dihydrate and 0.6 ml of a 30% aqueous solution of hydrogen peroxide were added. The mixture was stirred at room temperature for 60 hours. The remaining hydrogen peroxide was decomposed with sodium thiosulfate, and 20 ml of water was added to the mixture. It was then extracted three times with 10 ml of methylene chloride. The organic layer was dried over anhydrous sodium s... Reagents/catalysts: O.O.[O-][W](=O)(=O)[O-].[Na+].[Na+] (sodium tungstate dihydrate). Starting materials: CC(C)(C)OC(=O)NC1CCCCC1N, CCN=C=NCCCN(C)C, CN(C)C=O, O=C(O)c1cc2cc(Cl)ccc2[nH]1, Cl, O, On1nnc2ccccc21. Yields the product CC(C)(C)OC(=O)NC1CCCCC1NC(=O)c1cc2cc(Cl)ccc2[nH]1. Reaction SMILES: [C:37]([CH3:38])([CH3:39])([CH3:40])[O:41][C:42](=[O:43])[NH:44][CH:45]1[CH:46]([NH2:51])[CH2:47][CH2:48][CH2:49][CH2:50]1.[CH3:26][N:27]([CH3:28])[CH2:29][CH2:30][CH2:31][N:32]=[C:33]=[N:34][CH2:35][CH3:36].[CH3:52][N:53]([CH3:54])[CH:55]=[O:56].[Cl:1][c:2]1[cH:3][c:4]2[cH:5][c:6]([C:11](=[O:12])[OH:13])[nH:7][c:8]2[cH:9][cH:10]1.[ClH:25].[OH2:14].[OH:15][n:16]1[c:17]2[cH:18][cH:19][cH:20][cH:21][c:22]2[n:23][n:24]1>>[Cl:1][c:2]1[cH:3][c:4]2[cH:5][c:6]([C:11](=[O:13])[NH:51][CH:46]3[CH:45]([NH:44][C:42]([O:41][C:37]([CH3:38])([CH3:39])[CH3:40])=[O:43])[CH2:50][CH2:49][CH2:48][CH2:47]3)[nH:7][c:8]2[cH:9][cH:10]1.